From a dataset of the Open Reaction Database (ORD), a public repository of structured organic reaction records. describe an organic reaction: reactants, conditions, products, and yield Starting materials: C1=CC=CC1 (cyclopentadiene), resultant mixture, C(C=C)(=O)O (acrylic acid), C1(=CC=CC=C1)C (toluene). The reagents and catalysts are COC1=CC=C(C=C1)O (p-methoxyphenol). The product is C12C(CC(C=C1)C2)C(=O)O (5-norbornene-2-carboxylic acid). As a reaction SMILES: [C:1]([OH:5])(=[O:4])[CH:2]=[CH2:3].C1CC=CC=1.[C:11]1([CH3:17])[CH:16]=CC=[CH:13][CH:12]=1>COC1C=CC(O)=CC=1>[CH:3]12[CH2:17][CH:11]([CH:12]=[CH:13]1)[CH2:16][CH:2]2[C:1]([OH:5])=[O:4]. Reported procedure: To a four-necked flask having a capacity of 1 L and equipped with a stirrer, a thermometer, and a dropping funnel, 0.40 g of p-methoxyphenol, 108.1 g (1.50 mol) of acrylic acid, and 300 mL of toluene were added, and 109.1 g (1.65 mol) of cyclopentadiene was added dropwise to the flask from the dropping funnel at 40° C. or lower over 2 hours. After completion of the addition, the resultant mixture was stirred at room temperature for 10 hours, and then concentrated under reduced pressure, to there...